From a dataset of the Open Reaction Database (ORD), a public repository of structured organic reaction records. describe an organic reaction: reactants, conditions, products, and yield Starting materials: ClCCl, COc1cccc2c1nc(C(F)F)n2-c1nc(N2CCOCC2)nc(N(CCCN2CCOCC2)C2CCCN(C(=O)OC(C)(C)C)C2)n1, O=C(O)C(F)(F)F. The product is COc1cccc2c1nc(C(F)F)n2-c1nc(N2CCOCC2)nc(N(CCCN2CCOCC2)C2CCCNC2)n1. As a reaction SMILES: [Cl:57][CH2:58][Cl:59].[F:1][CH:2]([c:3]1[n:4][c:5]2[c:6]([n:7]1-[c:8]1[n:9][c:10]([N:20]([CH:21]3[CH2:22][N:23]([C:27]([O:28][C:29]([CH3:30])([CH3:31])[CH3:32])=[O:33])[CH2:24][CH2:25][CH2:26]3)[CH2:34][CH2:35][CH2:36][N:37]3[CH2:38][CH2:39][O:40][CH2:41][CH2:42]3)[n:11][c:12]([N:14]3[CH2:15][CH2:16][O:17][CH2:18][CH2:19]3)[n:13]1)[cH:43][cH:44][cH:45][c:46]2[O:47][CH3:48])[F:49].[F:50][C:51]([F:52])([F:53])[C:54]([OH:55])=[O:56]>>[F:1][CH:2]([c:3]1[n:4][c:5]2[c:6]([n:7]1-[c:8]1[n:9][c:10]([N:20]([CH:21]3[CH2:22][NH:23][CH2:24][CH2:25][CH2:26]3)[CH2:34][CH2:35][CH2:36][N:37]3[CH2:38][CH2:39][O:40][CH2:41][CH2:42]3)[n:11][c:12]([N:14]3[CH2:15][CH2:16][O:17][CH2:18][CH2:19]3)[n:13]1)[cH:43][cH:44][cH:45][c:46]2[O:47][CH3:48])[F:49]. Reactants: C(#N)C=1C=CC2=C(N=C(O2)C(C(=O)OCC)(C)C2=C3C=CN(C3=C(C=C2OC)C)C(=O)OC(C)(C)C)C1 ((±)-tert-Butyl 4-(2-(5-cyanobenzo[d]oxazol-2-yl)-1-ethoxy-1-oxopropan-2-yl)-5-methoxy-7-methyl-1H-indole-1-carboxylate), C([O-])([O-])=O.[Cs+].[Cs+] (cesium carbonate). Solvent: CCO (EtOH). Reaction conditions: temperature 60 celsius, time 2 hour. The product is C(#N)C=1C=CC2=C(N=C(O2)C(C(=O)OCC)(C)C2=C3C=CNC3=C(C=C2OC)C)C1 ((±)-Ethyl 2-(5-cyanobenzo[d]oxazol-2-yl)-2-(5-methoxy-7-methyl-1H-indol-4-yl)propanoate). Reaction SMILES: [C:1]([C:3]1[CH:4]=[CH:5][C:6]2[O:10][C:9]([C:11]([C:18]3[C:26]([O:27][CH3:28])=[CH:25][C:24]([CH3:29])=[C:23]4[C:19]=3[CH:20]=[CH:21][N:22]4C(OC(C)(C)C)=O)([CH3:17])[C:12]([O:14][CH2:15][CH3:16])=[O:13])=[N:8][C:7]=2[CH:37]=1)#[N:2].C(=O)([O-])[O-].[Cs+].[Cs+]>CCO>[C:1]([C:3]1[CH:4]=[CH:5][C:6]2[O:10][C:9]([C:11]([C:18]3[C:26]([O:27][CH3:28])=[CH:25][C:24]([CH3:29])=[C:23]4[C:19]=3[CH:20]=[CH:21][NH:22]4)([CH3:17])[C:12]([O:14][CH2:15][CH3:16])=[O:13])=[N:8][C:7]=2[CH:37]=1)#[N:2] |f:1.2.3|. Procedure: To a solution of (±)-tert-butyl 4-(2-(5-cyanobenzo[d]oxazol-2-yl)-1-ethoxy-1-oxopropan-2-yl)-5-methoxy-7-methyl-1H-indole-1-carboxylate (Example 144-C) (44 mg, 0.087 mmol) in EtOH (874 μL), was added cesium carbonate (142 mg, 0.437 mmol). The reaction mixture was heated up to 60° C. and stirred for 2 hrs. The reaction mixture was quenched with a saturated solution of sodium bicarbonate at 0° C. The layers were separated and the aqueous layer was extracted with EtOAc (2×). The combined organic la... The product is C1(=CC=CC=C1)C(O)C1=CC=CC=C1 (diphenylmethanol). Reactants: BrC1=C(C=CC=C1)CCO (2-(bromophenyl)ethylalcohol), CCCCC.C(C)(C)(C)[Li] (tert-butyllithium n-pentane), C(=O)C1=C(C=C(C(=O)OC)C=C1)O (methyl 4-formyl-3-hydroxybenzoate), [Cl-].[NH4+] (ammonium chloride). Reaction SMILES: Br[C:2]1[CH:7]=[CH:6][CH:5]=[CH:4][C:3]=1CCO.CCCCC.C([Li])(C)(C)C.C([C:23]1[CH:32]=[CH:31][C:26]([C:27]([O:29]C)=O)=[CH:25][C:24]=1O)=O.[Cl-].[NH4+]>O1CCCC1.O>[C:2]1([CH:27]([C:26]2[CH:25]=[CH:24][CH:23]=[CH:32][CH:31]=2)[OH:29])[CH:7]=[CH:6][CH:5]=[CH:4][CH:3]=1 |f:1.2,4.5|. Procedure: To a solution of 2-(bromophenyl)ethylalcohol (1.7 g) in tetrahydrofuran (100 mL) was added 1.45 mol/L tert-butyllithium n-pentane solution (12.6 mL) under an argon atmosphere at −78° C. After the mixture was stirred at −78° C. for 10 minutes, a solution of methyl 4-formyl-3-hydroxybenzoate (0.50 g) in tetrahydrofuran (10 mL) was added to the reaction mixture. After the reaction mixture was stirred for 30 minutes under ice-cooling, a saturated aqueous ammonium chloride solution and water were add... The solvent is O1CCCC1 (tetrahydrofuran), O1CCCC1 (tetrahydrofuran), O (water). Reaction conditions: temperature -78 celsius, time 10 minute. Yield: 54.8%. The reactants are ClC1=CC=C(N=N1)OCC1=NN2C(C(N(CC2)C2=CC=C(C=C2)F)=O)=C1 (2-(6-Chloro-pyridazin-3-yloxymethyl)-5-(4-fluoro-phenyl)-6,7-dihydro-5H-pyrazolo[1,5-a]pyrazin-4-one). Reagents/catalysts: [Pd] (Pd/C). Solvent: TEA, CO (MeOH), C1CCOC1 (THF), O (H2O), O (H2O), CO (MeOH), CO (MeOH). Yields the product [NH4+].[OH-] (NH4OH), FC1=CC=C(C=C1)N1C(C=2N(CC1)N=C(C2)COC=2N=NC=CC2)=O (5-(4-fluoro-phenyl)-2-(pyridazin-3-yloxymethyl)-6,7-dihydro-5H-pyrazolo[1,5-a]pyrazin-4-one). Isolated yield 50.1%. Reaction SMILES: Cl[C:2]1[N:7]=[N:6][C:5]([O:8][CH2:9][C:10]2[CH:26]=[C:13]3[C:14](=[O:25])[N:15]([C:18]4[CH:23]=[CH:22][C:21]([F:24])=[CH:20][CH:19]=4)[CH2:16][CH2:17][N:12]3[N:11]=2)=[CH:4][CH:3]=1>CO.C1COCC1.O.[Pd]>[NH4+:6].[OH-:8].[F:24][C:21]1[CH:20]=[CH:19][C:18]([N:15]2[CH2:16][CH2:17][N:12]3[N:11]=[C:10]([CH2:9][O:8][C:5]4[N:6]=[N:7][CH:2]=[CH:3][CH:4]=4)[CH:26]=[C:13]3[C:14]2=[O:25])=[CH:23][CH:22]=1 |f:5.6|. Procedure details: 2-(6-Chloro-pyridazin-3-yloxymethyl)-5-(4-fluoro-phenyl)-6,7-dihydro-5H-pyrazolo[1,5-a]pyrazin-4-one (74 mg, 0.2 mmol) was dissolved in a mixture of TEA (0.2 mL), MeOH (1.6 mL) and THF (2.4 mL). The solution was hydrogenated in a H-Cube reactor (1 ml/min, 30 mm 10% Pd/C cartridge, full H2 mode, 40° C., 1 cycle). The solvents were evaporated in vacuo. The crude product was purified by flash column chromatography (silica; 7 N solution of ammonia in MeOH in DCM 0/100 to 10/90). The desired fraction... Reactants: C=C(C)OC(NC1=C(C=CC(=C1)B1OC(C(O1)(C)C)(C)C)F)=O (prop-1-en-2-yl(2-fluoro-5-(4,4,5,5-tetramethyl-1,3,2-dioxaborolan-2-yl)phenyl)carbamate), C1(CCCCCC1)N (cycloheptylamine), CN1CCCC1 (1-methylpyrrolidine). Run in C1CCOC1 (THF). Run at temperature 60 celsius. Product: C1(CCCCCC1)NC(=O)NC1=C(C=CC(=C1)B1OC(C(O1)(C)C)(C)C)F (1-cycloheptyl-3-(2-fluoro-5-(4,4,5,5-tetramethyl-1,3,2-dioxaborolan-2-yl)phenyl)urea). The yield is 77.9%. Reaction SMILES: C=C([O:4][C:5](=O)[NH:6][C:7]1[CH:12]=[C:11]([B:13]2[O:17][C:16]([CH3:19])([CH3:18])[C:15]([CH3:21])([CH3:20])[O:14]2)[CH:10]=[CH:9][C:8]=1[F:22])C.[CH:24]1([NH2:31])[CH2:30][CH2:29][CH2:28][CH2:27][CH2:26][CH2:25]1.CN1CCCC1>C1COCC1>[CH:24]1([NH:31][C:5]([NH:6][C:7]2[CH:12]=[C:11]([B:13]3[O:14][C:15]([CH3:21])([CH3:20])[C:16]([CH3:19])([CH3:18])[O:17]3)[CH:10]=[CH:9][C:8]=2[F:22])=[O:4])[CH2:30][CH2:29][CH2:28][CH2:27][CH2:26][CH2:25]1. Procedure details: Treat a solution of prop-1-en-2-yl(2-fluoro-5-(4,4,5,5-tetramethyl-1,3,2-dioxaborolan-2-yl)phenyl)carbamate (0.460 g, 1.432 mmol) in THF (5 mL) with cycloheptylamine (0.195 g, 1.719 mmol) followed by a catalytic amount of 1-methylpyrrolidine (0.012 g, 0.143 mmol) and heat at 60° C. for 2 h. Concentrate the mixture to dryness, add MeCN, collect the solid via filtration and dry to afford the title compound (420 mg, 78%) as a white solid. 1H NMR (400 MHz, DMSO-d6): δ 8.50 (dd, J=9, 1.7 Hz, 1H), 8.3...